From a dataset of the Open Reaction Database (ORD), a public repository of structured organic reaction records. describe an organic reaction: reactants, conditions, products, and yield Reactants: CC1=CC(=O)C(C(=O)O1)C(=O)C (dehydroacetic acid), N (ammonia). Product: CC1=NC(=CC(=C1)O)C (2,6-Dimethyl-pyridin-4-ol). Reaction SMILES: [CH3:1][C:2]1OC(=O)[CH:6]([C:10]([CH3:12])=O)[C:4](=[O:5])[CH:3]=1.[NH3:13]>>[CH3:1][C:2]1[CH:3]=[C:4]([OH:5])[CH:6]=[C:10]([CH3:12])[N:13]=1. Procedure: Five separate batches of dehydroacetic acid (1.5 g, 8.92 mmol) are each suspended in conc. ammonia (4 mL) and irradiated at 120° C. for 20 minutes (150 W, Discover® System microwave reactor by CEM Corporation, Matthews, N.C., USA) in the microwave. Once cooled, the solutions are combined and evaporated to dryness to afford the title compound. Starting materials: CCC1CCCCCCCCC(C)(C)C=N1, [Na+], [OH-], O, O=S(=O)(O)O. The product is CCC(N)CCCCCCCCC(C)(C)C(=O)O. As a reaction SMILES: [CH3:1][C:2]1([CH3:16])[CH:3]=[N:4][CH:5]([CH2:14][CH3:15])[CH2:6][CH2:7][CH2:8][CH2:9][CH2:10][CH2:11][CH2:12][CH2:13]1.[Na+:23].[OH-:22].[OH2:24].[S:17]([OH:18])(=[O:19])(=[O:20])[OH:21]>>[CH3:1][C:2]([C:3]([OH:18])=[O:22])([CH2:13][CH2:12][CH2:11][CH2:10][CH2:9][CH2:8][CH2:7][CH2:6][CH:5]([NH2:4])[CH2:14][CH3:15])[CH3:16]. The reactants are CC1CCC(NC(=O)C2CC2COS(C)(=O)=O)CC1, CC#N, Clc1cccc(N2CCNCC2)c1, Cl. Yields the product CC1CCC(NC(=O)C2CC2CN2CCN(c3cccc(Cl)c3)CC2)CC1. Reaction SMILES: [CH3:1][CH:2]1[CH2:3][CH2:4][CH:5]([NH:8][C:9](=[O:10])[CH:11]2[CH:12]([CH2:14][O:15][S:16]([CH3:17])(=[O:18])=[O:19])[CH2:13]2)[CH2:6][CH2:7]1.[CH3:34][C:35]#[N:36].[Cl:21][c:22]1[cH:23][c:24]([N:28]2[CH2:29][CH2:30][NH:31][CH2:32][CH2:33]2)[cH:25][cH:26][cH:27]1.[ClH:20]>>[CH3:1][CH:2]1[CH2:3][CH2:4][CH:5]([NH:8][C:9](=[O:10])[CH:11]2[CH:12]([CH2:14][N:31]3[CH2:30][CH2:29][N:28]([c:24]4[cH:23][c:22]([Cl:21])[cH:27][cH:26][cH:25]4)[CH2:33][CH2:32]3)[CH2:13]2)[CH2:6][CH2:7]1. The reactants are C(O)C(C(C1=CC=CC=C1)=O)(O)C1=CC=CC=C1 (α-methylolbenzoin), C(C1=CC=CO1)=O (furfural). The product is O1C(=CC=C1)C1OCC(O1)(C1=CC=CC=C1)C(C1=CC=CC=C1)=O (2-furyl-4-benzoyl-4-phenyl-1, 3-dioxolane). Yield: 78.0%. RXN SMILES: [CH2:1]([C:3]([C:13]1[CH:18]=[CH:17][CH:16]=[CH:15][CH:14]=1)([OH:12])[C:4](=[O:11])[C:5]1[CH:10]=[CH:9][CH:8]=[CH:7][CH:6]=1)[OH:2].[CH:19](=O)[C:20]1[O:24][CH:23]=[CH:22][CH:21]=1>>[O:24]1[CH:23]=[CH:22][CH:21]=[C:20]1[CH:19]1[O:12][C:3]([C:4](=[O:11])[C:5]2[CH:10]=[CH:9][CH:8]=[CH:7][CH:6]=2)([C:13]2[CH:18]=[CH:17][CH:16]=[CH:15][CH:14]=2)[CH2:1][O:2]1. Procedure details: The procedure of Example 1 was repeated except that the starting materials were α-methylolbenzoin and furfural. The product, 2-furyl-4-benzoyl-4-phenyl-1, 3-dioxolane, was obtained in a yield of 78% and analyzed as follows: